From a dataset of the Open Reaction Database (ORD), a public repository of structured organic reaction records. describe an organic reaction: reactants, conditions, products, and yield Starting materials: C(C)(C)(CC)C1=C(OC(C(=O)NC2=C(C=C(C(=C2)Cl)[N+](=O)[O-])O)CC)C=CC(=C1)C(C)(C)CC (2-{2-(2,4-di-t-amylphenoxy)butanamido}-4-chloro-5-nitrophenol), nitro. Reagents/catalysts: [Pd] (Pd-C). Run in C(C)O (ethanol). The product is C(C)(C)(CC)C1=C(OC(C(=O)NC2=C(C=C(C(=C2)Cl)N)O)CC)C=CC(=C1)C(C)(C)CC (2-{2-(2,4-di-t-amylphenoxy)butanamido}-4-chloro-5-aminophenol). Reaction SMILES: [C:1]([C:6]1[CH:29]=[C:28]([C:30]([CH2:33][CH3:34])([CH3:32])[CH3:31])[CH:27]=[CH:26][C:7]=1[O:8][CH:9]([CH2:24][CH3:25])[C:10]([NH:12][C:13]1[CH:18]=[C:17]([Cl:19])[C:16]([N+:20]([O-])=O)=[CH:15][C:14]=1[OH:23])=[O:11])([CH2:4][CH3:5])([CH3:3])[CH3:2]>C(O)C.[Pd]>[C:1]([C:6]1[CH:29]=[C:28]([C:30]([CH2:33][CH3:34])([CH3:31])[CH3:32])[CH:27]=[CH:26][C:7]=1[O:8][CH:9]([CH2:24][CH3:25])[C:10]([NH:12][C:13]1[CH:18]=[C:17]([Cl:19])[C:16]([NH2:20])=[CH:15][C:14]=1[OH:23])=[O:11])([CH2:4][CH3:5])([CH3:3])[CH3:2]. Procedure details: In 100 ml of ethanol was dissolved 30 g (61×10-3 mole) of 2-{2-(2,4-di-t-amylphenoxy)butanamido}-4-chloro-5-nitrophenol and hydrogenation was effected by using 1.5 g of Pd-C as a catalyst. The color of the nitro derivative disappeared in 2 hours, and the Pd-C was removed by filtration and ethanol was evaporated from the filtrate, followed by extraction of the residue with ethyl acetate. The ethyl acetate layer was washed with an aqueous sodium hydrogen carbonate solution and then with water, and...